This data is from the Open Reaction Database (ORD), a public repository of structured organic reaction records. The task is: describe an organic reaction: reactants, conditions, products, and yield Starting materials: [Si](C)(C)(C(C)(C)C)OCC1(CC=2N(CCS1)C(=NN2)C2(CC2)C2=CC=C(C=C2)C=2N=NC(=CC2)Cl)C (8-({[Tert-butyl(dimethyl)silyl]oxy}methyl)-3-{1-[4-(6-chloropyridazin-3-yl)phenyl]cyclopropyl}-8-methyl-5,6,8,9-tetrahydro[1,2,4]triazolo[4,3-d][1,4]thiazepine), Cl (hydrochloric acid), CO (methanol). Yields the product COC1=CC=C(N=N1)C1=CC=C(C=C1)C1(CC1)C1=NN=C2N1CCSC(C2)(C)CO ((3-{1-[4-(6-Methoxypyridazin-3-yl)phenyl]cyclopropyl}-8-methyl-5,6,8,9-tetrahydro[1,2,4]triazolo[4,3-d][1,4]thiazepin-8-yl)methanol). Isolated yield 47.0%. RXN SMILES: [Si]([O:8][CH2:9][C:10]1([CH3:36])[S:16][CH2:15][CH2:14][N:13]2[C:17]([C:20]3([C:23]4[CH:28]=[CH:27][C:26]([C:29]5[N:30]=[N:31][C:32](Cl)=[CH:33][CH:34]=5)=[CH:25][CH:24]=4)[CH2:22][CH2:21]3)=[N:18][N:19]=[C:12]2[CH2:11]1)(C(C)(C)C)(C)C.Cl.[CH3:38][OH:39]>>[CH3:38][O:39][C:32]1[N:31]=[N:30][C:29]([C:26]2[CH:27]=[CH:28][C:23]([C:20]3([C:17]4[N:13]5[CH2:14][CH2:15][S:16][C:10]([CH2:9][OH:8])([CH3:36])[CH2:11][C:12]5=[N:19][N:18]=4)[CH2:21][CH2:22]3)=[CH:24][CH:25]=2)=[CH:34][CH:33]=1. Reported procedure: A solution of the compound (1.35 mg, 2.5 mmol) obtained in Example 37-1) and 4 M hydrochloric acid (1,4-dioxane solution, 2.5 mL) in methanol (10 mL) was stirred at room temperature for 16 h. The reaction mixture was concentrated under reduced pressure, saturated aqueous sodium hydrogencarbonate was added to the residue, the mixture was extracted with dichloromethane, and the organic layer was washed with saturated sodium chloride solution and dried with anhydrous sodium sulfate. After filtratio...